From a dataset of the Open Reaction Database (ORD), a public repository of structured organic reaction records. describe an organic reaction: reactants, conditions, products, and yield The reactants are Cc1ccccc1, O=C(O)CCNc1cc(Cl)c(Cl)cc1[N+](=O)[O-]. Yields the product O=C1CCNc2c([N+](=O)[O-])cc(Cl)c(Cl)c21. RXN SMILES: [CH3:18][c:19]1[cH:20][cH:21][cH:22][cH:23][cH:24]1.[Cl:1][c:2]1[cH:3][c:4]([N+:15](=[O:16])[O-:17])[c:5]([NH:9][CH2:10][CH2:11][C:12](=[O:13])[OH:14])[cH:6][c:7]1[Cl:8]>>[Cl:1][c:2]1[cH:3][c:4]([N+:15](=[O:16])[O-:17])[c:5]2[c:6]([c:7]1[Cl:8])[C:12](=[O:14])[CH2:11][CH2:10][NH:9]2. Reactants: C(C)OC(C1=C(C=C(C=C1)OS(=O)(=O)C(F)(F)F)F)=O (ethyl-2-fluoro-4-trifluoromethylsulfonyloxy-benzoate), O1CCCC1 (tetrahydrofuran), C[Si](C)(C)C#C ((trimethylsilyl)acetylene). Reagents/catalysts: [Cu]I (copper(I)iodide), Cl[Pd]([P](C1=CC=CC=C1)(C2=CC=CC=C2)C3=CC=CC=C3)([P](C4=CC=CC=C4)(C5=CC=CC=C5)C6=CC=CC=C6)Cl (Dichlorobis(triphenylphosphine)palladium(II)). Run in C(C)N(CC)CC (triethyl amine), C(C)OCC (diethyl ether). Reaction conditions: temperature 70 celsius. Product: C(C)OC(C1=C(C=C(C=C1)C#C[Si](C)(C)C)F)=O (Ethyl-2-fluoro-4-trimethylsilanylethynyl-benzoate). As a reaction SMILES: [CH2:1]([O:3][C:4](=[O:20])[C:5]1[CH:10]=[CH:9][C:8](OS(C(F)(F)F)(=O)=O)=[CH:7][C:6]=1[F:19])[CH3:2].O1CCCC1.[CH3:26][Si:27]([C:30]#[CH:31])([CH3:29])[CH3:28]>C(N(CC)CC)C.C(OCC)C.[Cu]I.Cl[Pd](Cl)([P](C1C=CC=CC=1)(C1C=CC=CC=1)C1C=CC=CC=1)[P](C1C=CC=CC=1)(C1C=CC=CC=1)C1C=CC=CC=1>[CH2:1]([O:3][C:4](=[O:20])[C:5]1[CH:10]=[CH:9][C:8]([C:31]#[C:30][Si:27]([CH3:29])([CH3:28])[CH3:26])=[CH:7][C:6]=1[F:19])[CH3:2] |^1:48,67|. Procedure: A solution of ethyl-2-fluoro-4-trifluoromethylsulfonyloxy-benzoate Intermediate 6, 1.82 g, 6 mmol) in triethyl amine (12 mL) and anhydrous tetrahydrofuran (30 mL) was treated with copper(I)iodide (0.12 g, 0.6 mmol) and sparged with argon. Dichlorobis(triphenylphosphine)palladium(II) (0.43 g, 0.6 mmol) was added followed by (trimethylsilyl)acetylene (3.6 mL, 24 mmol) and the resulting reaction mixture was heated at 70° C. overnight. It was then cooled to ambient temperature, diluted with diethyl ... The reactants are BrC=1C=C(C=CC1S(=O)(=O)C1CC1)C(C(=O)OCC)=CC1CCOCC1 (Ethyl 2-[3-bromo-4-(cyclopropylsulfonyl)phenyl]-3-(tetrahydro-2H-pyran-4-yl)acrylate), C1(CC1)B(O)O (cyclopropylboronic acid), O (water), P(=O)([O-])([O-])[O-].[K+].[K+].[K+] (tripotassium phosphate), O (water). Reagents/catalysts: C=1C=CC(=CC1)[P](C=2C=CC=CC2)(C=3C=CC=CC3)[Pd]([P](C=4C=CC=CC4)(C=5C=CC=CC5)C=6C=CC=CC6)([P](C=7C=CC=CC7)(C=8C=CC=CC8)C=9C=CC=CC9)[P](C=1C=CC=CC1)(C=1C=CC=CC1)C=1C=CC=CC1 (tetrakis(triphenylphosphine)palladium). Solvent: C1(=CC=CC=C1)C (toluene), C(C)(=O)OCC (ethyl acetate). Run at temperature 100 celsius, time 20 hour. Product: C1(CC1)C=1C=C(C=CC1S(=O)(=O)C1CC1)C(C(=O)OCC)=CC1CCOCC1 (ethyl 2-[3-cyclopropyl-4-(cyclopropylsulfonyl)phenyl]-3-(tetrahydro-2H-pyran-4-yl)acrylate). Yield: 81.3%. As a reaction SMILES: Br[C:2]1[CH:3]=[C:4]([C:14](=[CH:20][CH:21]2[CH2:26][CH2:25][O:24][CH2:23][CH2:22]2)[C:15]([O:17][CH2:18][CH3:19])=[O:16])[CH:5]=[CH:6][C:7]=1[S:8]([CH:11]1[CH2:13][CH2:12]1)(=[O:10])=[O:9].[CH:27]1(B(O)O)[CH2:29][CH2:28]1.P([O-])([O-])([O-])=O.[K+].[K+].[K+].O>C1(C)C=CC=CC=1.C1C=CC([P]([Pd]([P](C2C=CC=CC=2)(C2C=CC=CC=2)C2C=CC=CC=2)([P](C2C=CC=CC=2)(C2C=CC=CC=2)C2C=CC=CC=2)[P](C2C=CC=CC=2)(C2C=CC=CC=2)C2C=CC=CC=2)(C2C=CC=CC=2)C2C=CC=CC=2)=CC=1.C(OCC)(=O)C>[CH:27]1([C:2]2[CH:3]=[C:4]([C:14](=[CH:20][CH:21]3[CH2:26][CH2:25][O:24][CH2:23][CH2:22]3)[C:15]([O:17][CH2:18][CH3:19])=[O:16])[CH:5]=[CH:6][C:7]=2[S:8]([CH:11]2[CH2:13][CH2:12]2)(=[O:10])=[O:9])[CH2:29][CH2:28]1 |f:2.3.4.5,^1:52,54,73,92|. Procedure: Ethyl 2-[3-bromo-4-(cyclopropylsulfonyl)phenyl]-3-(tetrahydro-2H-pyran-4-yl)acrylate (4.72 g), cyclopropylboronic acid (1.37 g), and tetrakis(triphenylphosphine)palladium (615 mg) were dissolved in toluene (142 mL), and to this solution were added tripotassium phosphate (4.07 g, 19.2 mmol) and water (7.1 mL). The mixture was stirred at 100° C. for 20 hours. It was cooled to room temperature, and water and ethyl acetate were added thereto. The organic layer was separated, washed with saturated aq... The reactants are crude material, Cl (HCl), C(C)(C)O (isopropanol), [Na+].[Cl-] (NaCl), Cl.C(C)OC(CN)=O (glycine ethyl ester hydrochloride), ClC1=C(CCl)C(=CC=C1Cl)[N+](=O)[O-] (2,3-dichloro-6-nitrobenzyl chloride), ClC1=C(CCl)C(=CC=C1Cl)[N+](=O)[O-] (2,3-dichloro-6-nitrobenzyl chloride). The reagents and catalysts are [Br-].C(CCCCCCCCCCCCCCC)[N+](C)(C)C (cetyltrimethylammonium bromide). Run in C1(=CC=CC=C1)C (toluene), C(C)N(CC)CC (triethylamine). Conditions: temperature 80 celsius. Yields the product Cl.C(C)N(CC(=O)O)CC1=C(C(=CC=C1[N+](=O)[O-])Cl)Cl (Ethyl N-(2,3-dichloro-6-nitrobenzyl)glycine hydrochloride). The yield is 66.0%. As a reaction SMILES: Cl.C([O:4][C:5](=[O:8])[CH2:6][NH2:7])C.[Cl:9][C:10]1[C:17]([Cl:18])=[CH:16][CH:15]=[C:14]([N+:19]([O-:21])=[O:20])[C:11]=1[CH2:12]Cl.[Na+].[Cl-].Cl.[CH:25](O)(C)[CH3:26]>[Br-].C([N+](C)(C)C)CCCCCCCCCCCCCCC.C1(C)C=CC=CC=1.C(N(CC)CC)C>[ClH:9].[CH2:25]([N:7]([CH2:12][C:11]1[C:14]([N+:19]([O-:21])=[O:20])=[CH:15][CH:16]=[C:17]([Cl:18])[C:10]=1[Cl:9])[CH2:6][C:5]([OH:4])=[O:8])[CH3:26] |f:0.1,3.4,7.8,11.12|. Procedure details: Under nitrogen, 47.5 mL of triethylamine, 25.9 g of glycine ethyl ester hydrochloride and 2.8 g of cetyltrimethylammonium bromide is added to the toluene solution of 1,2-dichloro-3-chloromethyl-4-nitrobenzene (compound VIII) prepared in the previous step. The reaction mixture is heated at 80° C. for 24 hours. To the cooled mixture is added 40 mL of 20% NaCl solution. The organic phase is separated, washed with water, and concentrated. The salt (compound VI) is prepared in 66 to 71% yield by trea... The reactants are [H-].[Na+] (sodium hydride), OC1CCN(CC1)C (4-hydroxy-1-methyl-piperidine), BrC1=CC(=C(C=C1)C)F (4-bromo-2-fluorotoluene). The solvent is CN(C)C=O (DMF). Reaction conditions: time 30 minute. The product is BrC=1C=CC(=C(OC2CCN(CC2)C)C1)C (4-(5-Bromo-2-methyl-phenoxy)-1-methyl-piperidine), oil. Yield: 69.0%. As a reaction SMILES: [H-].[Na+].[OH:3][CH:4]1[CH2:9][CH2:8][N:7]([CH3:10])[CH2:6][CH2:5]1.[Br:11][C:12]1[CH:17]=[CH:16][C:15]([CH3:18])=[C:14](F)[CH:13]=1>CN(C=O)C>[Br:11][C:12]1[CH:13]=[CH:14][C:15]([CH3:18])=[C:16]([CH:17]=1)[O:3][CH:4]1[CH2:9][CH2:8][N:7]([CH3:10])[CH2:6][CH2:5]1 |f:0.1|. Procedure: Add sodium hydride (60% dispersion in oil, 880 mg, 22 mmol) to a solution of 4-hydroxy-1-methyl-piperidine (2.304 g, 20 mmol) in DMF (12 mL), stir. After 30 min., add 4-bromo-2-fluorotoluene (4.159 g, 22 mmol) and beat at 70° C. After 21 hr., quench the reaction with saturated NaHCO3 solution, extract with ether three times, combine the organic layers, wash with saturated NaCl solution, dry over Na2SO4, filter and concentrate to give a residue. Purify by chromatography (silica gel, eluting with ... Reactants: C1=CC=C(C=C1)P(C2=CC=CC=C2)C3=CC=CC=C3 (Ph3P), FC(COC1=C(C#N)C=CC(=C1)CO)(F)F (2-(2,2,2-Trifluoro-ethoxy)-4-hydroxymethyl-benzonitrile), C(Br)(Br)(Br)Br (CBr4). The solvent is C1CCOC1 (THF). Run at time 2 hour. Product: BrCC1=CC(=C(C#N)C=C1)OCC(F)(F)F (4-Bromomethyl-2-(2,2,2-trifluoro-ethoxy)-benzonitrile). RXN SMILES: [F:1][C:2]([F:16])([F:15])[CH2:3][O:4][C:5]1[CH:12]=[C:11]([CH2:13]O)[CH:10]=[CH:9][C:6]=1[C:7]#[N:8].C1C=CC(P(C2C=CC=CC=2)C2C=CC=CC=2)=CC=1.C(Br)(Br)(Br)[Br:37]>C1COCC1>[Br:37][CH2:13][C:11]1[CH:10]=[CH:9][C:6]([C:7]#[N:8])=[C:5]([O:4][CH2:3][C:2]([F:16])([F:15])[F:1])[CH:12]=1. Reported procedure: 2-(2,2,2-Trifluoro-ethoxy)-4-hydroxymethyl-benzonitrile (1.4 g, 6.1 mmol) was dissolved in THF (31 ml) and treated with Ph3P (2.4 g, 9.15 mmol) followed by CBr4 (3 g, 9.15 mmol). The reaction mixture was stirred at room temp. for 2 hours. The solvent was removed in vacuo and the residue purified by flash chromatography (20% EtOAc/Hexane) to yield the desired product. Reactants: [Al+3], CCOC(C)=O, CCOCC, [H-], [H-], [H-], [H-], [Li+], CCC(N)C(=O)Nc1c(C)cccc1C, [Na+], [OH-], O. The product is CCC(N)CNc1c(C)cccc1C. RXN SMILES: [Al+3:2].[CH3:22][CH2:23][O:24][C:25](=[O:26])[CH3:27].[CH3:30][CH2:31][O:32][CH2:33][CH3:34].[H-:1].[H-:4].[H-:5].[H-:6].[Li+:3].[NH2:7][CH:8]([C:9](=[O:10])[NH:11][c:12]1[c:13]([CH3:19])[cH:14][cH:15][cH:16][c:17]1[CH3:18])[CH2:20][CH3:21].[Na+:29].[OH-:28].[OH2:35]>>[NH2:7][CH:8]([CH2:9][NH:11][c:12]1[c:13]([CH3:19])[cH:14][cH:15][cH:16][c:17]1[CH3:18])[CH2:20][CH3:21]. Starting materials: CC(C)(C)OC(=O)N1C2CCC(NC(=O)OCc3ccccc3)C(C2)C1O, COP(=O)(CC(=O)OC(C)(C)C)OC, CCOC(C)=O, [Cl-], [H-], [NH4+], [Na+], C1CCOC1. The product is CC(C)(C)OC(=O)C=CC1CC(NC(=O)OC(C)(C)C)CCC1NC(=O)OCc1ccccc1. Reaction SMILES: [CH2:17]([c:18]1[cH:19][cH:20][cH:21][cH:22][cH:23]1)[O:24][C:25](=[O:26])[NH:27][CH:28]1[CH:29]2[CH:30]([OH:43])[N:31]([C:36](=[O:37])[O:38][C:39]([CH3:40])([CH3:41])[CH3:42])[CH:32]([CH2:33][CH2:34]1)[CH2:35]2.[CH3:3][O:4][P:5]([O:6][CH3:7])(=[O:8])[CH2:9][C:10](=[O:11])[O:12][C:13]([CH3:14])([CH3:15])[CH3:16].[CH3:51][CH2:52][O:53][C:54](=[O:55])[CH3:56].[Cl-:44].[H-:2].[NH4+:45].[Na+:1].[O:46]1[CH2:47][CH2:48][CH2:49][CH2:50]1>>[CH:9]([C:10](=[O:11])[O:12][C:13]([CH3:14])([CH3:15])[CH3:16])=[CH:30][CH:29]1[CH:28]([NH:27][C:25]([O:24][CH2:17][c:18]2[cH:19][cH:20][cH:21][cH:22][cH:23]2)=[O:26])[CH2:34][CH2:33][CH:32]([NH:31][C:36](=[O:37])[O:38][C:39]([CH3:40])([CH3:41])[CH3:42])[CH2:35]1.